describe an organic reaction: reactants, conditions, products, and yield From a dataset of the Open Reaction Database (ORD), a public repository of structured organic reaction records. Reactants: FC(C(\C=C\C1=C(C=C(C=C1)F)F)=O)(F)F ((E)-1,1,1-trifluoro-4-(2,4-difluorophenyl)-3-buten-2-one), monohydrated p-toluensulphonic acid, C1(=CC=CC=C1)NN (phenylhydrazine), C(C)O (ethyl alcohol), initial mixture. The solvent is C(C)(=O)OCC (ethyl acetate). Reaction conditions: temperature 110 celsius, time 2 hour. Yields the product C1(=CC=CC=C1)N1N=C(CC1C1=C(C=C(C=C1)F)F)C(F)(F)F ((±)-1-phenyl-5-(2,4-difluorophenyl)-4,5-dihydro-3-trifluoromethyl-1H-pyrazol). RXN SMILES: [F:1][C:2]([F:16])([F:15])[C:3](=O)/[CH:4]=[CH:5]/[C:6]1[CH:11]=[CH:10][C:9]([F:12])=[CH:8][C:7]=1[F:13].[C:17]1([NH:23][NH2:24])[CH:22]=[CH:21][CH:20]=[CH:19][CH:18]=1.C(O)C>C(OCC)(=O)C>[C:17]1([N:23]2[CH:5]([C:6]3[CH:11]=[CH:10][C:9]([F:12])=[CH:8][C:7]=3[F:13])[CH2:4][C:3]([C:2]([F:16])([F:15])[F:1])=[N:24]2)[CH:22]=[CH:21][CH:20]=[CH:19][CH:18]=1. Procedure details: In a 50 mL beaker are introduced (E)-1,1,1-trifluoro-4-(2,4-difluorophenyl)-3-buten-2-one(2.66 g, 11.2 mmol), monohydrated p-toluensulphonic acid (2.1 g, 11.2 mmol) and phenylhydrazine chlorhydrate (1.33 g, 12.3 mmol) and heated to 110° C. A small amount of ethyl alcohol can be used to facilitate the initial mixture. After approximately 2 h (control by CCF) the mixture is allowed to cool and it is diluted with ethyl acetate. It is then washed with a saturated solution of NaHCO3, dried with MgSO4...